Dataset: the Open Reaction Database (ORD), a public repository of structured organic reaction records. Task: describe an organic reaction: reactants, conditions, products, and yield Procedure: Ethyl 2-amino-3-oxobutanoate hydrochloride (10 g) was added to a stirring solution of ethyl butaneimidate (83.5 g) in ethanol (800 ml, freshly distilled from magnesium ethoxide) and triethylamine (85 ml) and the resultant yellow mixture stirred at room temperature for 48 h. The solvent was removed in vacuo and the residue diluted with water (500 ml) and extracted into ethyl acetate (3×200 ml). The combined organic extracts were washed with water (2×100 ml), dried and concentrated in vacuo. The r... As a reaction SMILES: Cl.[NH2:2][CH:3]([C:9](=O)[CH3:10])[C:4]([O:6][CH2:7][CH3:8])=[O:5].[C:12](=[NH:19])(OCC)[CH2:13][CH2:14][CH3:15]>C(O)C>[CH3:10][C:9]1[N:19]=[C:12]([CH2:13][CH2:14][CH3:15])[NH:2][C:3]=1[C:4]([O:6][CH2:7][CH3:8])=[O:5] |f:0.1|. Reaction conditions: time 48 hour. Product: CC=1N=C(NC1C(=O)OCC)CCC (Ethyl 4-methyl-2-propyl-1H-imidazole-5-carboxylate). The reactants are Cl.NC(C(=O)OCC)C(C)=O (Ethyl 2-amino-3-oxobutanoate hydrochloride), C(CCC)(OCC)=N (ethyl butaneimidate). Yield: 37.5%. Run in C(C)O (ethanol). The reactants are alcohol, P(=O)([O-])([O-])[O-] (phosphate), C=1N=C(C2=C(N1)N(C=N2)[C@H]3[C@@H]([C@@H]([C@H](O3)COP(=O)(O)OP(=O)(O)OC[C@@H]4[C@H]([C@H]([C@@H](O4)N5C=CCC(=C5)C(=O)N)O)O)O)O)N (NAD), C(C1=CC=CC=C1)(=O)C(=O)OC (methyl benzoylformate), Compound 4, [OH-].[Na+] (NaOH). Solvent: C(C)OCC (ethyl ether), CCCCCC (hexane), CCCCCC (hexane), CC(C)O (2-propanol). Product: C([C@H](O)C1=CC=CC=C1)(=O)OC ((R)-Methyl mandelate). RXN SMILES: C1N=C(N)C2N=CN([C@@H]3O[C@H](COP(OP(OC[C@H]4O[C@@H](N5C=C(C(N)=O)CC=C5)[C@H](O)[C@@H]4O)(O)=O)(O)=O)[C@@H](O)[C@H]3O)C=2N=1.[C:45]([C:53]([O:55][CH3:56])=[O:54])(=[O:52])[C:46]1[CH:51]=[CH:50][CH:49]=[CH:48][CH:47]=1.P([O-])([O-])([O-])=O.[OH-].[Na+]>C(OCC)C.CCCCCC.CC(O)C>[C:53]([O:55][CH3:56])(=[O:54])[C@@H:45]([C:46]1[CH:51]=[CH:50][CH:49]=[CH:48][CH:47]=1)[OH:52] |f:3.4|. Procedure: A reaction mixture was formed by admixing (i) 50 mg NAD, (ii) 4 ml of 2-propanol and (iii) 5 mmoles of methyl benzoylformate, Compound 4, in a liquid medium containing 1 gm of lyophilized PED alcohol dehydrogenase preparation, 75 ml of 50 mM phosphate buffer, pH 7.1, and 25 ml of hexane. The pH of the reaction was maintained constant by addition of 1N NaOH. The reaction mixture was maintained at room temperature until product formation stopped. When product formation stopped, (R)-methyl mandelat...